This data is from the Open Reaction Database (ORD), a public repository of structured organic reaction records. The task is: describe an organic reaction: reactants, conditions, products, and yield The reactants are O=C([O-])[O-], CN(C)C=O, Cc1oc(-c2ccco2)nc1COc1ccc(CCl)cn1, [K+], [K+], O, COC(=O)Cc1cn(C)nc1O. Yields the product COC(=O)Cc1cn(C)nc1OCc1ccc(OCc2nc(-c3ccco3)oc2C)nc1. Reaction SMILES: [C:34](=[O:35])([O-:36])[O-:37].[CH3:40][N:41]([CH3:42])[CH:43]=[O:44].[Cl:13][CH2:14][c:15]1[cH:16][cH:17][c:18]([O:21][CH2:22][c:23]2[n:24][c:25](-[c:29]3[o:30][cH:31][cH:32][cH:33]3)[o:26][c:27]2[CH3:28])[n:19][cH:20]1.[K+:38].[K+:39].[OH2:45].[OH:1][c:2]1[n:3][n:4]([CH3:12])[cH:5][c:6]1[CH2:7][C:8](=[O:9])[O:10][CH3:11]>>[O:1]([c:2]1[n:3][n:4]([CH3:12])[cH:5][c:6]1[CH2:7][C:8](=[O:9])[O:10][CH3:11])[CH2:14][c:15]1[cH:16][cH:17][c:18]([O:21][CH2:22][c:23]2[n:24][c:25](-[c:29]3[o:30][cH:31][cH:32][cH:33]3)[o:26][c:27]2[CH3:28])[n:19][cH:20]1. Starting materials: O=S1(CCC(=CC1)C1=C(C=C(C=C1)N1C(O[C@H](C1)CN1N=NC(=C1)C=C(Br)Br)=O)F)=O ((5R)-3-[4-(1,1-Dioxo-3,6-dihydro-2H-thiopyran-4-yl)-3-fluorophenyl]-5-[4-(2,2-dibromoethenyl)-1,2,3-triazol-1-ylmethyl]oxazolidin-2-one), C(C)NC (ethylmethylamine), C(C)NC (Ethylmethylamine), O (water). Solvent: CN(C)C=O (DMF). The product is hexanes acetone, O=S1(CCC(=CC1)C1=C(C=C(C=C1)N1C(O[C@H](C1)CN1N=NC(=C1)CC(=O)N(C)CC)=O)F)=O ((5R)-3-[4-(1,1-Dioxo-3,6-dihydro-2H-thiopyran-4-yl)-3-fluorophenyl]-5-[4-(2-(ethylmethylamino)-2-oxoethyl)-1,2,3-triazol-1-ylmethyl]oxazolidin-2-one). Isolated yield 13.0%. RXN SMILES: [O:1]=[S:2]1(=[O:31])[CH2:7][CH:6]=[C:5]([C:8]2[CH:13]=[CH:12][C:11]([N:14]3[CH2:18][C@H:17]([CH2:19][N:20]4[CH:24]=[C:23]([CH:25]=[C:26](Br)Br)[N:22]=[N:21]4)[O:16][C:15]3=[O:29])=[CH:10][C:9]=2[F:30])[CH2:4][CH2:3]1.[CH2:32]([NH:34][CH3:35])[CH3:33].[OH2:36]>CN(C=O)C>[O:1]=[S:2]1(=[O:31])[CH2:7][CH:6]=[C:5]([C:8]2[CH:13]=[CH:12][C:11]([N:14]3[CH2:18][C@H:17]([CH2:19][N:20]4[CH:24]=[C:23]([CH2:25][C:26]([N:34]([CH2:32][CH3:33])[CH3:35])=[O:36])[N:22]=[N:21]4)[O:16][C:15]3=[O:29])=[CH:10][C:9]=2[F:30])[CH2:4][CH2:3]1. Procedure details: (5R)-3-[4-(1,1-Dioxo-3,6-dihydro-2H-thiopyran-4-yl)-3-fluorophenyl]-5-[4-(2,2-dibromoethenyl)-1,2,3-triazol-1-ylmethyl]oxazolidin-2-one (Example 25) (0.25 g, 0.43 mmol) was dissolved in DMF (1.5 ml). Ethylmethylamine (0.186 ml, 2.16 mmol) and water (0.5 ml) were added and the reaction mixture was heated for 2 hours to 90° C. More ethylmethylamine (0.2 ml, 2.33 mmol) was added and it was heated for another 1.5 hours. The reaction mixture was cooled to room temperature and the solvent was removed ... Starting materials: Oc1ccc(Br)nc1, CO, O=C1CCC(=O)N1I. The product is Oc1ccc(Br)nc1I. RXN SMILES: [Br:9][c:10]1[cH:11][cH:12][c:13]([OH:16])[cH:14][n:15]1.[CH3:17][OH:18].[I:1][N:2]1[C:3](=[O:4])[CH2:5][CH2:6][C:7]1=[O:8]>>[I:1][c:14]1[c:13]([OH:16])[cH:12][cH:11][c:10]([Br:9])[n:15]1. Starting materials: CCOCC, C#C[Si](C)(C)C, CN(C)c1ccc(C=O)cc1, CN([SiH](C)C)[Si](C)(C)C, [Li], C1CCOC1, O. Yields the product CN(C)c1ccc(C(O)C#C[Si](C)(C)C)cc1. RXN SMILES: [CH2:28]([O:29][CH2:30][CH3:31])[CH3:32].[CH3:11][Si:12]([CH3:13])([CH3:14])[C:15]#[CH:16].[CH3:17][N:18]([c:19]1[cH:20][cH:21][c:22]([CH:23]=[O:24])[cH:25][cH:26]1)[CH3:27].[CH3:1][SiH:2]([CH3:3])[N:4]([CH3:5])[Si:6]([CH3:7])([CH3:8])[CH3:9].[Li:10].[O:33]1[CH2:34][CH2:35][CH2:36][CH2:37]1.[OH2:38]>>[CH3:11][Si:12]([CH3:13])([CH3:14])[C:15]#[C:16][CH:23]([c:22]1[cH:21][cH:20][c:19]([N:18]([CH3:17])[CH3:27])[cH:26][cH:25]1)[OH:24]. The reactants are C1CCOC1, CO, [Li+], [OH-], CCOC(=O)c1cc2c3c(ccc2[nH]1)OCCS3. Yields the product O=C(O)c1cc2c3c(ccc2[nH]1)OCCS3. RXN SMILES: [CH2:23]1[O:24][CH2:25][CH2:26][CH2:27]1.[CH3:1][OH:2].[Li+:22].[OH-:21].[S:3]1[CH2:4][CH2:5][O:6][c:7]2[c:8]1[c:9]1[cH:10][c:11]([C:16](=[O:17])[O:18][CH2:19][CH3:20])[nH:12][c:13]1[cH:14][cH:15]2>>[S:3]1[CH2:4][CH2:5][O:6][c:7]2[c:8]1[c:9]1[cH:10][c:11]([C:16](=[O:17])[OH:18])[nH:12][c:13]1[cH:14][cH:15]2.